The task is: describe an organic reaction: reactants, conditions, products, and yield. This data is from the Open Reaction Database (ORD), a public repository of structured organic reaction records. Starting materials: CC(C)=O, CC(Br)C(=O)c1nc(C(C)(C)C)c(O)c(C(C)(C)C)n1, [N-]=[N+]=[N-], [Na+], O. Product: CC(N=[N+]=[N-])C(=O)c1nc(C(C)(C)C)c(O)c(C(C)(C)C)n1. Reaction SMILES: [CH3:26][C:27](=[O:28])[CH3:29].[CH3:5][C:6]([CH3:7])([CH3:8])[c:9]1[n:10][c:11]([C:20]([CH:21]([CH3:22])[Br:23])=[O:24])[n:12][c:13]([C:16]([CH3:17])([CH3:18])[CH3:19])[c:14]1[OH:15].[N-:2]=[N+:3]=[N-:4].[Na+:1].[OH2:25]>>[N:2](=[N+:3]=[N-:4])[CH:21]([C:20]([c:11]1[n:10][c:9]([C:6]([CH3:5])([CH3:7])[CH3:8])[c:14]([OH:15])[c:13]([C:16]([CH3:17])([CH3:18])[CH3:19])[n:12]1)=[O:24])[CH3:22].